The task is: describe an organic reaction: reactants, conditions, products, and yield. This data is from the Open Reaction Database (ORD), a public repository of structured organic reaction records. Starting materials: O=C([O-])O, COc1ccc(C=Cc2ccc(OC)c(OC)c2)cc1OC, O=C(OO)c1cccc(Cl)c1, ClCCl, [Na+]. The product is COc1ccc(C2OC2c2ccc(OC)c(OC)c2)cc1OC. Reaction SMILES: [C:23]([OH:24])(=[O:25])[O-:26].[CH3:1][O:2][c:3]1[cH:4][c:5]([CH:11]=[CH:12][c:13]2[cH:14][c:15]([O:21][CH3:22])[c:16]([O:19][CH3:20])[cH:17][cH:18]2)[cH:6][cH:7][c:8]1[O:9][CH3:10].[Cl:28][c:29]1[cH:30][c:31]([C:35]([O:36][OH:37])=[O:38])[cH:32][cH:33][cH:34]1.[Cl:39][CH2:40][Cl:41].[Na+:27]>>[CH3:1][O:2][c:3]1[cH:4][c:5]([CH:11]2[CH:12]([c:13]3[cH:14][c:15]([O:21][CH3:22])[c:16]([O:19][CH3:20])[cH:17][cH:18]3)[O:24]2)[cH:6][cH:7][c:8]1[O:9][CH3:10]. The reactants are BrCc1ccccc1, NS(=O)(=O)c1cc(C(=O)O)cc(S)c1Cl, Cl, [Na+], [OH-], O. Product: NS(=O)(=O)c1cc(C(=O)O)cc(SCc2ccccc2)c1Cl. Reaction SMILES: [Br:16][CH2:17][c:18]1[cH:19][cH:20][cH:21][cH:22][cH:23]1.[Cl:1][c:2]1[c:3]([SH:15])[cH:4][c:5]([C:6](=[O:7])[OH:8])[cH:9][c:10]1[S:11]([NH2:12])(=[O:13])=[O:14].[ClH:24].[Na+:27].[OH-:26].[OH2:25]>>[Cl:1][c:2]1[c:3]([S:15][CH2:17][c:18]2[cH:19][cH:20][cH:21][cH:22][cH:23]2)[cH:4][c:5]([C:6](=[O:7])[OH:8])[cH:9][c:10]1[S:11]([NH2:12])(=[O:13])=[O:14]. Reactants: FC1=C(C=C(C=C1)F)C1=NC=C(C(=N1)N)C (2-(2,5-difluorophenyl)-5-methylpyrimidin-4-amine), CC(C)(C)[O-].[Na+] (sodium 2-methylpropan-2-olate), C1=CC=C(C=C1)P(C2=CC=CC=C2)C3=C(C4=CC=CC=C4C=C3)C5=C(C=CC6=CC=CC=C65)P(C7=CC=CC=C7)C8=CC=CC=C8 ((R)-BINAP), IC=1C=2C(N=CC1)=CN(N2)CC2=CC=C(C=C2)OC (7-Iodo-2-(4-methoxybenzyl)-2H-pyrazolo[4,3-b]pyridine). Reagents/catalysts: C(C)(=O)O[Pd]OC(C)=O (diacetoxypalladium). The solvent is C1(=CC=CC=C1)C (toluene), C1(=CC=CC=C1)C (toluene). Reaction conditions: temperature 40 celsius, time 10 minute. Product: FC1=C(C=C(C=C1)F)C1=NC=C(C(=N1)NC=1C=2C(N=CC1)=CN(N2)CC2=CC=C(C=C2)OC)C (N-(2-(2,5-difluorophenyl)-5-methylpyrimidin-4-yl)-2-(4-methoxybenzyl)-2H-pyrazol[4,3-b]pyridin-7-amine), FC1=C(C=C(C=C1)F)C1=NC=C(C(=N1)NC1=C2C(=NC=C1)C=NN2CC2=CC=C(C=C2)OC)C (N-(2-(2,5-difluorophenyl)-5-methylpyrimidin-4-yl)-1-(4-methoxybenzyl)-1H-pyrazolo[4,3-b]pyridin-7-amine). RXN SMILES: C1C=CC(P(C2C=CC3C(=CC=CC=3)C=2C2C3C(=CC=CC=3)C=CC=2P(C2C=CC=CC=2)C2C=CC=CC=2)C2C=CC=CC=2)=CC=1.I[C:48]1[C:49]2[C:50](=[CH:54][N:55]([CH2:57][C:58]3[CH:63]=[CH:62][C:61]([O:64][CH3:65])=[CH:60][CH:59]=3)[N:56]=2)[N:51]=[CH:52][CH:53]=1.[F:66][C:67]1[CH:72]=[CH:71][C:70]([F:73])=[CH:69][C:68]=1[C:74]1[N:79]=[C:78]([NH2:80])[C:77]([CH3:81])=[CH:76][N:75]=1.CC([O-])(C)C.[Na+]>C1(C)C=CC=CC=1.C(O[Pd]OC(=O)C)(=O)C>[F:66][C:67]1[CH:72]=[CH:71][C:70]([F:73])=[CH:69][C:68]=1[C:74]1[N:79]=[C:78]([NH:80][C:48]2[C:49]3[C:50](=[CH:54][N:55]([CH2:57][C:58]4[CH:63]=[CH:62][C:61]([O:64][CH3:65])=[CH:60][CH:59]=4)[N:56]=3)[N:51]=[CH:52][CH:53]=2)[C:77]([CH3:81])=[CH:76][N:75]=1.[F:66][C:67]1[CH:72]=[CH:71][C:70]([F:73])=[CH:69][C:68]=1[C:74]1[N:79]=[C:78]([NH:80][C:48]2[CH:53]=[CH:52][N:51]=[C:50]3[CH:49]=[N:56][N:55]([CH2:57][C:58]4[CH:59]=[CH:60][C:61]([O:64][CH3:65])=[CH:62][CH:63]=4)[C:54]=23)[C:77]([CH3:81])=[CH:76][N:75]=1 |f:3.4|. Reported procedure: (R)-BINAP (1.396 g, 2.243 mmol), diacetoxypalladium (0.117 g, 0.520 mmol) and toluene (8 mL) were combined and the solution was stirred at 40° C. for 10 minutes. 7-Iodo-2-(4-methoxybenzyl)-2H-pyrazolo[4,3-b]pyridine (1.9 g, 5.20 mmol) suspended in toluene (8 mL), 2-(2,5-difluorophenyl)-5-methylpyrimidin-4-amine (1.151 g, 5.20 mmol) and sodium 2-methylpropan-2-olate (0.750 g, 7.80 mmol) were added and the reaction was then heated at 100° C. overnight. The reaction mixture was cooled, concentrated... Procedure details: To a stirred suspension of 90 parts of 5-(2-hydroxyethyl)-2-mercapto-6-methyl-4(3H)-pyrimidinone in 320 parts of methanol were added 90 parts of a sodium methoxide solution 30%. After stirring for 20 minutes, 72 parts of iodomethane were added and the whole was stirred and refluxed for 3 hours. The reaction mixture was evaporated in vacuo and water was added to the residue. The precipitated product was filtered off and crystallized from ethanol, yielding 78 parts (78%) of 5-(2-hydroxyethyl)-6-me... As a reaction SMILES: [OH:1][CH2:2][CH2:3][C:4]1[C:5](=[O:12])[NH:6][C:7]([SH:11])=[N:8][C:9]=1[CH3:10].[CH3:13][O-].[Na+].IC>CO>[OH:1][CH2:2][CH2:3][C:4]1[C:5](=[O:12])[NH:6][C:7]([S:11][CH3:13])=[N:8][C:9]=1[CH3:10] |f:1.2|. Reactants: C[O-].[Na+] (sodium methoxide), IC (iodomethane), 90, OCCC=1C(NC(=NC1C)S)=O (5-(2-hydroxyethyl)-2-mercapto-6-methyl-4(3H)-pyrimidinone). Run at time 20 minute. The solvent is CO (methanol). The product is 78, OCCC=1C(NC(=NC1C)SC)=O (5-(2-hydroxyethyl)-6-methyl-2-(methylthio)-4(3H)-pyrimidinone). Isolated yield 78.0%. Starting materials: C1CCOC1, CCOC(=O)c1[nH]c(CC)nc1C, CO, [Li+], [OH-]. The product is CCc1nc(C)c(C(=O)O)[nH]1. As a reaction SMILES: [CH2:18]1[O:19][CH2:20][CH2:21][CH2:22]1.[CH2:3]([CH3:4])[c:5]1[nH:6][c:7]([C:11](=[O:12])[O:13][CH2:14][CH3:15])[c:8]([CH3:10])[n:9]1.[CH3:16][OH:17].[Li+:1].[OH-:2]>>[CH2:3]([CH3:4])[c:5]1[nH:6][c:7]([C:11](=[O:12])[OH:13])[c:8]([CH3:10])[n:9]1.